This data is from the Open Reaction Database (ORD), a public repository of structured organic reaction records. The task is: describe an organic reaction: reactants, conditions, products, and yield Reactants: NC=1C=C(C=CC1)O (3-Aminophenol), C([O-])([O-])=O.[Cs+].[Cs+] (cesium carbonate), ClC1=NC=NC2=CC(=C(C=C12)OC)OCCN1CCOCC1 (4-(2-(4-chloro-6-methoxyquinazolin-7-yloxy)ethyl)morpholine). Run in C(C)(C)O (isopropanol). Reaction conditions: time 30 minute. Yields the product COC=1C=C2C(=NC=NC2=CC1OCCN1CCOCC1)OC=1C=C(N)C=CC1 (3-(6-methoxy-7-(2-morpholinoethoxy)quinazolin-4-yloxy)aniline). Isolated yield 22.0%. Reaction SMILES: [NH2:1][C:2]1[CH:3]=[C:4]([OH:8])[CH:5]=[CH:6][CH:7]=1.C(=O)([O-])[O-].[Cs+].[Cs+].Cl[C:16]1[C:25]2[C:20](=[CH:21][C:22]([O:28][CH2:29][CH2:30][N:31]3[CH2:36][CH2:35][O:34][CH2:33][CH2:32]3)=[C:23]([O:26][CH3:27])[CH:24]=2)[N:19]=[CH:18][N:17]=1>C(O)(C)C>[CH3:27][O:26][C:23]1[CH:24]=[C:25]2[C:20](=[CH:21][C:22]=1[O:28][CH2:29][CH2:30][N:31]1[CH2:36][CH2:35][O:34][CH2:33][CH2:32]1)[N:19]=[CH:18][N:17]=[C:16]2[O:8][C:4]1[CH:3]=[C:2]([CH:7]=[CH:6][CH:5]=1)[NH2:1] |f:1.2.3|. Reported procedure: 3-Aminophenol (338 mg, 3.09 mmol) was treated with cesium carbonate (2 g, 6.2 mmol) in anhydrous isopropanol (10 mL) and the mixture stirred at room temperature for 30 minutes. 4-(2-(4-chloro-6-methoxyquinazolin-7-yloxy)ethyl)morpholine from the previous step (1 g, 3.09 mmol) was added and the mixture stirred at 80° C. for 2h. Cesium carbonate was filtered off, washed with isopropanol and the filtrate concentrated under reduced pressure. The residue was purified by silica gel chromatography (dic...